From a dataset of the Open Reaction Database (ORD), a public repository of structured organic reaction records. describe an organic reaction: reactants, conditions, products, and yield The reactants are [OH-].[Na+] (Sodium hydroxide), solution, C1(=CC=CC=C1)[C@H](CC(=O)Cl)C ((3S)-3-phenylbutanoyl chloride), NC1=C(C=C(C=C1)C1=NN(C2=NC=NC(=C21)N)C2CCN(CC2)C2CCN(CC2)C)OC (3-(4-amino-3-methoxyphenyl)-1-[1-(1-methylpiperidin-4-yl)piperidin-4-yl]-1H-pyrazolo[3,4-d]pyrimidin-4-amine), C1(=CC=CC=C1)[C@H](CC(=O)Cl)C ((3S)-3-phenylbutanoyl chloride). Solvent: N1=CC=CC=C1 (pyridine), ClCCl (dichloromethane). Reaction conditions: temperature -5 celsius, time 20 minute. The product is [OH-].[NH4+] (ammonium hydroxide), NC1=C2C(=NC=N1)N(N=C2C2=CC(=C(C=C2)NC(C[C@H](C)C2=CC=CC=C2)=O)OC)C2CCN(CC2)C2CCN(CC2)C (N1-(4-{4-amino-1-[1-(1-methylpiperidin-4-yl)piperidin-4-yl]-1H-pyrazolo[3,4-d]pyrimidin-3-yl}-2-methoxyphenyl)-(3S)-3-phenylbutanamide). Yield: 135.8%. RXN SMILES: [NH2:1][C:2]1[CH:7]=[CH:6][C:5]([C:8]2[C:16]3[C:11](=[N:12][CH:13]=[N:14][C:15]=3[NH2:17])[N:10]([CH:18]3[CH2:23][CH2:22][N:21]([CH:24]4[CH2:29][CH2:28][N:27]([CH3:30])[CH2:26][CH2:25]4)[CH2:20][CH2:19]3)[N:9]=2)=[CH:4][C:3]=1[O:31][CH3:32].[C:33]1([C@@H:39]([CH3:44])[CH2:40][C:41](Cl)=[O:42])[CH:38]=[CH:37][CH:36]=[CH:35][CH:34]=1.[OH-].[Na+]>N1C=CC=CC=1.ClCCl>[OH-:31].[NH4+:1].[NH2:17][C:15]1[N:14]=[CH:13][N:12]=[C:11]2[N:10]([CH:18]3[CH2:23][CH2:22][N:21]([CH:24]4[CH2:29][CH2:28][N:27]([CH3:30])[CH2:26][CH2:25]4)[CH2:20][CH2:19]3)[N:9]=[C:8]([C:5]3[CH:6]=[CH:7][C:2]([NH:1][C:41](=[O:42])[CH2:40][C@@H:39]([C:33]4[CH:38]=[CH:37][CH:36]=[CH:35][CH:34]=4)[CH3:44])=[C:3]([O:31][CH3:32])[CH:4]=3)[C:16]=12 |f:2.3,6.7|. Procedure: A solution of 3-(4-amino-3-methoxyphenyl)-1-[1-(1-methylpiperidin-4-yl)piperidin-4-yl]-1H-pyrazolo[3,4-d]pyrimidin-4-amine (0.500 g, 1.15 mmol) in pyridine (8 mL) at −5° C. was treated with a solution of (3S)-3-phenylbutanoyl chloride (0.420 g, 2.3 mmol) in dichloromethane (3 mL). The reaction mixture stirred for 20 min at −5° C., then the dry ice/acetone bath was removed and was stirred at room temperature under a nitrogen atmosphere. (3S)-3-phenylbutanoyl chloride (0.210 g, 1.15 mmol) was adde...